This data is from the Open Reaction Database (ORD), a public repository of structured organic reaction records. The task is: describe an organic reaction: reactants, conditions, products, and yield Reactants: O(C1=CC=CC=C1)C=1C=C(CCl)C=CC1 (3-phenoxybenzylchloride), [Na] (sodium), ClC(=CC1C(C1(C)C)C(=O)O)Cl (2-(2,2-dichlorovinyl)-3,3-dimethylcyclopropanecarboxylic acid). Yields the product ClC(=CC1C(C1(C)C)C(=O)OCC1=CC(=CC=C1)OC1=CC=CC=C1)Cl (3-phenoxybenzyl 2-(2,2-dichlorovinyl)3,3-dimethylcyclopropanecarboxylate). RXN SMILES: [O:1]([C:8]1[CH:9]=[C:10]([CH:13]=[CH:14][CH:15]=1)[CH2:11]Cl)[C:2]1[CH:7]=[CH:6][CH:5]=[CH:4][CH:3]=1.[Na].[Cl:17][C:18]([Cl:28])=[CH:19][CH:20]1[C:22]([CH3:24])([CH3:23])[CH:21]1[C:25]([OH:27])=[O:26]>>[Cl:17][C:18]([Cl:28])=[CH:19][CH:20]1[C:22]([CH3:24])([CH3:23])[CH:21]1[C:25]([O:27][CH2:11][C:10]1[CH:13]=[CH:14][CH:15]=[C:8]([O:1][C:2]2[CH:7]=[CH:6][CH:5]=[CH:4][CH:3]=2)[CH:9]=1)=[O:26] |^1:15|. Reported procedure: In a similar manner, 3-phenoxybenzylchloride is reacted with the sodium salt of 2-(2,2-dichlorovinyl)-3,3-dimethylcyclopropanecarboxylic acid, prepared by the process of this invention, to yield 3-phenoxybenzyl 2-(2,2-dichlorovinyl)3,3-dimethylcyclopropanecarboxylate. Procedure: The title compound was synthesized as described for Intermediate example I-2 in 96% yield, starting from 1-methyl-4-(4,4,5,5-tetramethyl-1,3,2-dioxaborolan-2-yl)-1h-pyrazole and (2R)-N,N-dibenzyl-8-bromo-1,2,3,4-tetrahydronaphthalen-2-amine: MS (ESI) m/z 408[M+H+]. Reactants: CN1N=CC(=C1)B1OC(C(O1)(C)C)(C)C (1-methyl-4-(4,4,5,5-tetramethyl-1,3,2-dioxaborolan-2-yl)-1h-pyrazole), C(C1=CC=CC=C1)N([C@H]1CC2=C(C=CC=C2CC1)Br)CC1=CC=CC=C1 ((2R)-N,N-dibenzyl-8-bromo-1,2,3,4-tetrahydronaphthalen-2-amine). Product: C(C1=CC=CC=C1)N([C@H]1CC2=C(C=CC=C2CC1)C=1C=NN(C1)C)CC1=CC=CC=C1 ((2R)-N,N-Dibenzyl-8-(1-methyl-1 H-pyrazol-4-yl)-1,2,3,4-tetrahydronaphthalen-2-amine). The yield is 96.0%. As a reaction SMILES: [CH3:1][N:2]1[CH:6]=[C:5](B2OC(C)(C)C(C)(C)O2)[CH:4]=[N:3]1.[CH2:16]([N:23]([CH2:35][C:36]1[CH:41]=[CH:40][CH:39]=[CH:38][CH:37]=1)[C@@H:24]1[CH2:33][CH2:32][C:31]2[C:26](=[C:27](Br)[CH:28]=[CH:29][CH:30]=2)[CH2:25]1)[C:17]1[CH:22]=[CH:21][CH:20]=[CH:19][CH:18]=1>>[CH2:35]([N:23]([CH2:16][C:17]1[CH:22]=[CH:21][CH:20]=[CH:19][CH:18]=1)[C@@H:24]1[CH2:33][CH2:32][C:31]2[C:26](=[C:27]([C:5]3[CH:4]=[N:3][N:2]([CH3:1])[CH:6]=3)[CH:28]=[CH:29][CH:30]=2)[CH2:25]1)[C:36]1[CH:37]=[CH:38][CH:39]=[CH:40][CH:41]=1. Starting materials: CCO, NC1CCC1, c1cc2nnnn2cc1C1CO1. As a reaction SMILES: [CH3:18][CH2:19][OH:20].[CH:13]1([NH2:17])[CH2:14][CH2:15][CH2:16]1.[n:1]1[n:2][n:3][n:4]2[c:5]1[cH:6][cH:7][c:8]([CH:10]1[O:11][CH2:12]1)[cH:9]2>>[n:1]1[n:2][n:3][n:4]2[c:5]1[cH:6][cH:7][c:8]([CH:10]([OH:11])[CH2:12][NH:17][CH:13]1[CH2:14][CH2:15][CH2:16]1)[cH:9]2. Product: OC(CNC1CCC1)c1ccc2nnnn2c1. Starting materials: C(\C=C\C(=O)O)(=O)O (fumaric acid), Cl.FC1=CC2=C(C(=NO2)C2CCNCC2)C=C1 (6-fluoro-3-(4-piperidinyl)-1,2-benzisoxazole hydrochloride), C(=O)([O-])[O-].[K+].[K+] (K2CO3), BrCCCOC1=C(C=C(C=C1)C(C)=O)C (1-[4-(3-bromopropoxy)-3-methylphenyl]ethanone). The solvent is C(C)O (ethanol), CN(C=O)C (dimethylformamide), C(C)#N (acetonitrile), C(C)O (ethanol). Conditions: temperature 95 celsius. The product is C(\C=C\C(=O)O)(=O)O.FC1=CC2=C(C(=NO2)C2CCN(CC2)CCCOC2=C(C=C(C=C2)C(C)=O)C)C=C1.FC1=CC2=C(C(=NO2)C2CCN(CC2)CCCOC2=C(C=C(C=C2)C(C)=O)C)C=C1 (1-[4-[3-[4-(6-fluoro-1,2-benzisoxazol-3-yl)-1-piperidinyl]propoxy]-3-methylphenyl]-ethanone hemifumarate). RXN SMILES: Cl.[F:2][C:3]1[CH:17]=[CH:16][C:6]2[C:7]([CH:10]3[CH2:15][CH2:14][NH:13][CH2:12][CH2:11]3)=[N:8][O:9][C:5]=2[CH:4]=1.C([O-])([O-])=O.[K+].[K+].Br[CH2:25][CH2:26][CH2:27][O:28][C:29]1[CH:34]=[CH:33][C:32]([C:35](=[O:37])[CH3:36])=[CH:31][C:30]=1[CH3:38].[C:39]([OH:46])(=[O:45])/[CH:40]=[CH:41]/[C:42]([OH:44])=[O:43]>CN(C)C=O.C(#N)C.C(O)C>[C:39]([OH:46])(=[O:45])/[CH:40]=[CH:41]/[C:42]([OH:44])=[O:43].[F:2][C:3]1[CH:17]=[CH:16][C:6]2[C:7]([CH:10]3[CH2:11][CH2:12][N:13]([CH2:25][CH2:26][CH2:27][O:28][C:29]4[CH:34]=[CH:33][C:32]([C:35](=[O:37])[CH3:36])=[CH:31][C:30]=4[CH3:38])[CH2:14][CH2:15]3)=[N:8][O:9][C:5]=2[CH:4]=1.[F:2][C:3]1[CH:17]=[CH:16][C:6]2[C:7]([CH:10]3[CH2:11][CH2:12][N:13]([CH2:25][CH2:26][CH2:27][O:28][C:29]4[CH:34]=[CH:33][C:32]([C:35](=[O:37])[CH3:36])=[CH:31][C:30]=4[CH3:38])[CH2:14][CH2:15]3)=[N:8][O:9][C:5]=2[CH:4]=1 |f:0.1,2.3.4,10.11.12|. Procedure details: A stirred mixture of 6-fluoro-3-(4-piperidinyl)-1,2-benzisoxazole hydrochloride (3.0 g; 11.7 mmol), K2CO3 (3.0 g), and 1-[4-(3-bromopropoxy)-3-methylphenyl]ethanone (3.19 g) in dimethylformamide (20 ml) and acetonitrile (50 ml) was heated at 95° C. for 4 hours. At the end of the reaction, the solvent was concentrated down to about 30 ml, then partitioned between water (200 ml) and dichloromethane (300 ml). The dichloromethane solution was separated and washed with water and brine, then dried ove... The reactants are N(=O)[O-].[Na+] (sodium nitrite), [N+](=O)([O-])C1=CC=C(C[C@H](N)C(=O)O)C=C1 (p-nitrophenylalanine), OS(=O)(=O)O (H2SO4), Cl (HCl). Solvent: O (water), O (water). Reaction conditions: temperature 0 celsius, time 1 hour. The product is OC(C(=O)O)CC1=CC=C(C=C1)[N+](=O)[O-] (2-Hydroxy-3-(4-nitrophenyl)propionic acid). Yield: 49.0%. Reaction SMILES: N([O-])=[O:2].[Na+].[N+:5]([C:8]1[CH:19]=[CH:18][C:11]([CH2:12][C@@H:13]([C:15]([OH:17])=[O:16])N)=[CH:10][CH:9]=1)([O-:7])=[O:6].Cl.OS(O)(=O)=O>O>[OH:2][CH:13]([CH2:12][C:11]1[CH:18]=[CH:19][C:8]([N+:5]([O-:7])=[O:6])=[CH:9][CH:10]=1)[C:15]([OH:17])=[O:16] |f:0.1|. Procedure details: A solution of sodium nitrite (4.6 g) in water (18 ml) was added dropwise at 0° C. over 20 minutes to a stirred mixture of p-nitrophenylalanine (6.3 g, Fluka) c.HCl (3.1 ml), 5% aqu. H2SO4 (80 ml) and water (10 ml). When addition was complete, the mixture was stirred at 0° C. for 1 hour, then allowed to warm to room temperature over 2 hours. The mixture was extracted with ethyl acetate (×4) and the extracts dried over MgSO4 and evaporated in vacuo to give the desired product as a white solid (3.1... The reactants are NC1=NC(=C2NC=NC2=N1)SCCC(=O)C1=CC=CC=C1 (2-amino-6-[(phenacylmethyl)thio]purine), C(C)(=O)OCC(CCI)COC(C)=O (2-acetoxymethyl-4-iodobut-1-yl acetate). Product: C(C)(=O)OCC(CCC1=NC2=NC(=NC(=C2N1)SCCC(=O)C1=CC=CC=C1)N)COC(C)=O ((4-Acetoxy-3-acetoxymethylbut-1-yl)-2-amino- 6-[(phenacylmethyl)thio]purine), C(C)(=O)OCC(CCN1C=NC2=NC(=NC(=C12)SCCC(=O)C1=CC=CC=C1)N)COC(C)=O (7-(4-acetoxy-3-acetoxymethylbut-1-yl)-2- amino-6-[(phenacylmethyl)thio]purine). Isolated yield 7.4%. As a reaction SMILES: [NH2:1][C:2]1[N:10]=[C:9]2[C:5]([NH:6][CH:7]=[N:8]2)=[C:4]([S:11][CH2:12][CH2:13][C:14]([C:16]2[CH:21]=[CH:20][CH:19]=[CH:18][CH:17]=2)=[O:15])[N:3]=1.[C:22]([O:25][CH2:26][CH:27]([CH2:31][O:32][C:33](=[O:35])[CH3:34])[CH2:28][CH2:29]I)(=[O:24])[CH3:23]>>[C:22]([O:25][CH2:26][CH:27]([CH2:31][O:32][C:33](=[O:35])[CH3:34])[CH2:28][CH2:29][C:7]1[NH:6][C:5]2[C:9](=[N:10][C:2]([NH2:1])=[N:3][C:4]=2[S:11][CH2:12][CH2:13][C:14]([C:16]2[CH:21]=[CH:20][CH:19]=[CH:18][CH:17]=2)=[O:15])[N:8]=1)(=[O:24])[CH3:23].[C:22]([O:25][CH2:26][CH:27]([CH2:31][O:32][C:33](=[O:35])[CH3:34])[CH2:28][CH2:29][N:6]1[C:5]2[C:9](=[N:10][C:2]([NH2:1])=[N:3][C:4]=2[S:11][CH2:12][CH2:13][C:14]([C:16]2[CH:21]=[CH:20][CH:19]=[CH:18][CH:17]=2)=[O:15])[N:8]=[CH:7]1)(=[O:24])[CH3:23]. Procedure details: Using the previously described procedure 2-amino-6-[(phenacylmethyl)thio]purine (5.71 g) and 2-acetoxymethyl-4-iodobut-1-yl acetate (6.93 g) gave the title compound 7.3 g (77.4%) m.p. 130°-131° and 0.7 g (7.4%) of 7-(4-acetoxy-3-acetoxymethylbut-1-yl)-2- amino-6-[(phenacylmethyl)thio]purine.